Dataset: the Open Reaction Database (ORD), a public repository of structured organic reaction records. Task: describe an organic reaction: reactants, conditions, products, and yield Starting materials: IC1C(NC2=C(CC1)C=C(C=C2)SC)=O (3-iodo-7-methylthio-2,3,4,5-tetrahydro-1H-1-benzazepin-2-one), N (ammonia). Solvent: C(Cl)(Cl)Cl (chloroform). Run at temperature 100 celsius, time 3 hour. The product is NC1C(NC2=C(CC1)C=C(C=C2)SC)=O (3-Amino-7-methylthio-2,3,4,5-tetrahydro-1H-1-benzazepin-2-one). RXN SMILES: I[CH:2]1[CH2:8][CH2:7][C:6]2[CH:9]=[C:10]([S:13][CH3:14])[CH:11]=[CH:12][C:5]=2[NH:4][C:3]1=[O:15].[NH3:16]>C(Cl)(Cl)Cl>[NH2:16][CH:2]1[CH2:8][CH2:7][C:6]2[CH:9]=[C:10]([S:13][CH3:14])[CH:11]=[CH:12][C:5]=2[NH:4][C:3]1=[O:15]. Reported procedure: A mixture of 0.5 g of 3-iodo-7-methylthio-2,3,4,5-tetrahydro-1H-1-benzazepin-2-one and 15 g of ammonia in 20 mL of chloroform was shaken in a bomb at 100° C. for 3 hours. The bomb was cooled, vented and the contents transferred to a separatory funnel. The mixture was washed with water, dried over magnesium sulfate, filtered and solvents removed under vacuum to give the product. 1H NMR (200 MHz,CDCl3): 1.90 (m,1H), 2.3-2.7 (m,2H), 2.45 (s,3H), 2.85 (m,1H), 3.39 (dd;8,11Hz;1H), 6.89 (d,8Hz,1H), 7.... Starting materials: C(C1=CC=CC=C1)O (Benzyl alcohol), [N+](=O)([O-])C=1C=C(C(=O)Cl)C=CC1 (m-nitrobenzoyl chloride), [N+](=O)([O-])C=1C=C(C(=O)OCC2=CC=CC=C2)C=CC1 (benzyl m-nitrobenzoate). The reagents and catalysts are [Pt]=O (platinum oxide). Solvent: CCOCC (ether), C(C)O (ethanol). Product: NC=1C=C(C(=O)OCC2=CC=CC=C2)C=CC1 (benzyl m-aminobenzoate). RXN SMILES: C(O)C1C=CC=CC=1.[N+](C1C=C(C=CC=1)C(Cl)=O)([O-])=O.[N+:21]([C:24]1[CH:25]=[C:26]([CH:37]=[CH:38][CH:39]=1)[C:27]([O:29][CH2:30][C:31]1[CH:36]=[CH:35][CH:34]=[CH:33][CH:32]=1)=[O:28])([O-])=O>CCOCC.C(O)C.[Pt]=O>[NH2:21][C:24]1[CH:25]=[C:26]([CH:37]=[CH:38][CH:39]=1)[C:27]([O:29][CH2:30][C:31]1[CH:36]=[CH:35][CH:34]=[CH:33][CH:32]=1)=[O:28]. Procedure: Benzyl alcohol (10 g, 92.6 mmole) was treated with a solution of m-nitrobenzoyl chloride (17.5 g, 94.5 mmole) in ether (50 ml) added dropwise. The mixture was stirred at room temperature for eighteen hours, then washed twice with aqueous sodium bicarbonate, dried over sodium sulfate, and filtered. The filtrate was evaporated to dryness in vacuo and the residue chromatographed on silica gel eluted with 1:1 CH2Cl2 :hexane. The product fractions were combined and evaporated to dryness in vacuo. A p... Reactants: O=C(O)CCCCCCC(=O)O, CC(C)N(CCC(c1ccccc1)c1cc(CO)ccc1O)C(C)C, C=CCCC(=O)OCc1ccc(OC(=O)CCC=C)c(C(CCN(C(C)C)C(C)C)c2ccccc2)c1, ClCCl. The product is O=C(O)CCC=CCCC(=O)O. RXN SMILES: [C:1]([CH2:2][CH2:3][CH2:4][CH2:5][CH2:6][CH2:7][C:8](=[O:9])[OH:10])(=[O:11])[OH:12].[CH:13]([N:14]([CH:15]([CH3:16])[CH3:17])[CH2:18][CH2:19][CH:20]([c:21]1[cH:22][c:23]([CH2:24][OH:25])[cH:26][cH:27][c:28]1[OH:29])[c:30]1[cH:31][cH:32][cH:33][cH:34][cH:35]1)([CH3:36])[CH3:37].[CH:38]([N:39]([CH:40]([CH3:41])[CH3:42])[CH2:43][CH2:44][CH:45]([c:46]1[cH:47][c:48]([CH2:49][O:50][C:51](=[O:52])[CH2:53][CH2:54][CH:55]=[CH2:56])[cH:57][cH:58][c:59]1[O:60][C:61](=[O:62])[CH2:63][CH2:64][CH:65]=[CH2:66])[c:67]1[cH:68][cH:69][cH:70][cH:71][cH:72]1)([CH3:73])[CH3:74].[Cl:75][CH2:76][Cl:77]>>[C:1]([CH2:2][CH2:3][CH:4]=[CH:5][CH2:6][CH2:7][C:8](=[O:9])[OH:10])(=[O:11])[OH:12]. Reactants: C1(=CC=C(C=C1)S(=O)(=O)O)C (p-toluenesulfonic acid), CC1=CC=C(C=C1)C(C1=CC=CC=C1)N1CCN(CC1)C=1N=CC2=C(N1)N(C(C2)=O)C (2-(4-(α(4-methylphenyl)benzyl)piperazino)-5,6-dihydro-7-methyl-6-oxo(7H)pyrrolo[2,3-d]pyrimidine). Solvent: C(C)(=O)OCC.CO (ethyl acetate methanol), C(C)(=O)OCC.CO (ethyl acetate methanol). Conditions: time 1 hour. Yields the product CC1=CC=C(C=C1)C(C1=CC=CC=C1)N1CCN(CC1)C=1N=CC2=C(N1)N(C(C2)=O)C.CC=1C=CC(=CC1)S(=O)(=O)O (2-(4-(α-(4-Methylphenyl)Benzyl)Piperazino)-5,6-Dihydro-7-Methyl-6-Oxo(7H)Pyrrolo-[2,3-d]Pyrimidine P-Toluenesulfonate). Yield: 82.0%. RXN SMILES: [C:1]1([CH3:11])[CH:6]=[CH:5][C:4]([S:7]([OH:10])(=[O:9])=[O:8])=[CH:3][CH:2]=1.[CH3:12][C:13]1[CH:18]=[CH:17][C:16]([CH:19]([N:26]2[CH2:31][CH2:30][N:29]([C:32]3[N:33]=[CH:34][C:35]4[CH2:40][C:39](=[O:41])[N:38]([CH3:42])[C:36]=4[N:37]=3)[CH2:28][CH2:27]2)[C:20]2[CH:25]=[CH:24][CH:23]=[CH:22][CH:21]=2)=[CH:15][CH:14]=1>C(OCC)(=O)C.CO>[CH3:12][C:13]1[CH:18]=[CH:17][C:16]([CH:19]([N:26]2[CH2:31][CH2:30][N:29]([C:32]3[N:33]=[CH:34][C:35]4[CH2:40][C:39](=[O:41])[N:38]([CH3:42])[C:36]=4[N:37]=3)[CH2:28][CH2:27]2)[C:20]2[CH:21]=[CH:22][CH:23]=[CH:24][CH:25]=2)=[CH:15][CH:14]=1.[CH3:11][C:1]1[CH:6]=[CH:5][C:4]([S:7]([OH:10])(=[O:9])=[O:8])=[CH:3][CH:2]=1 |f:2.3,4.5|. Procedure details: An ethyl acetate/methanol solution of 0.13 g (0.75 mmole) of p-toluenesulfonic acid was added to an ethyl acetate/methanol solution of 0.31 g (0.75 mmole) of 2-(4-(α(4-methylphenyl)benzyl)piperazino)-5,6-dihydro-7-methyl-6-oxo(7H)pyrrolo[2,3-d]pyrimidine, and the mixture was stirred at room temperature for 1 hour. The solvents were then evaporated under reduced pressure, and the residue was washed with hexane to give 0.36 g (yield 81%) of the desired compound. Starting materials: BrC1=CC2=C(N(C3=C(NC2=O)C=CC(=N3)F)CC)N=C1 (8-bromo-5,11-dihydro-11-ethyl-2-fluoro-6H-dipyrido[3,2-b:2′,3′-e][1,4]diazepin-6-one), [H-].[Na+] (NaH), ice water, CI (MeI). Run in CN(C)C=O (DMF). Run at temperature 50 celsius, time 1.5 hour. Product: BrC1=CC2=C(N(C3=C(N(C2=O)C)C=CC(=N3)F)CC)N=C1 (8-Bromo-5,11-dihydro-11-ethyl-2-fluoro-5-methyl-6H-dipyrido[3,2-b:2′,3′-e][1,4]diazepin-6-one). Yield: 94.3%. RXN SMILES: [Br:1][C:2]1[CH:20]=[N:19][C:5]2[N:6]([CH2:17][CH3:18])[C:7]3[N:15]=[C:14]([F:16])[CH:13]=[CH:12][C:8]=3[NH:9][C:10](=[O:11])[C:4]=2[CH:3]=1.[H-].[Na+].[CH3:23]I>CN(C=O)C>[Br:1][C:2]1[CH:20]=[N:19][C:5]2[N:6]([CH2:17][CH3:18])[C:7]3[N:15]=[C:14]([F:16])[CH:13]=[CH:12][C:8]=3[N:9]([CH3:23])[C:10](=[O:11])[C:4]=2[CH:3]=1 |f:1.2|. Reported procedure: To a solution of the 8-bromo-5,11-dihydro-11-ethyl-2-fluoro-6H-dipyrido[3,2-b:2′,3′-e][1,4]diazepin-6-one (44 g, 130.5 mmol) in DMF (520 mL) was added NaH (4.28 g, 178 mmol), and the mixture was heated to 50° C. for 30 min. The reaction mixture was cooled to room temperature and treated with MeI (24.4 mL, 522 mmol). After 1.5 h, the reaction mixture was poured over ice water. The solid was filtered, washed with water and then hexane, dried under reduced pressure to give the title compound (43.2 ... Starting materials: C1CCC2=NCCCN2CC1 (DBU), C1(CC1)S(=O)(=O)N (cyclopropyl-sulfonamide), COC1=CC=C2C(=CC(=NC2=C1C)C=1SC=CN1)OC1CC2C(N(CCCCC=CC3CC3(NC(C2C1)=O)C(=O)O)C)=O (17-[7-methoxy-8-methyl-2-(thiazol-2-yl)quinolin-4-yloxy]-13-methyl-2,14-dioxo-3,13-diazatricyclo[13.3.0.04,6]octadec-7-ene-4-carboxylic acid), C1=CN(C=N1)C(=O)N2C=CN=C2 (CDI), C1(CC1)S(=O)(=O)N (cyclopropylsulfonamide). The solvent is C1CCOC1 (THF). Reaction conditions: time 1 hour. Product: COC1=CC=C2C(=CC(=NC2=C1C)C=1SC=CN1)OC1CC2C(N(CCCCC=CC3CC3(NC(C2C1)=O)C(=O)NS(=O)(=O)C1CC1)C)=O (N-[17-[7-methoxy-8-methyl-2-(thiazol-2-yl)quinolin-4-yloxy]-13-methyl-2,14-dioxo-3,13-diazatricyclo[13.3.0.04,6]octadec-7-ene-4-carbonyl](cyclopropyl)sulfonamide). Reaction SMILES: [CH3:1][O:2][C:3]1[C:12]([CH3:13])=[C:11]2[C:6]([C:7]([O:19][CH:20]3[CH2:37][CH:36]4[CH:22]([C:23](=[O:43])[N:24]([CH3:42])[CH2:25][CH2:26][CH2:27][CH2:28][CH:29]=[CH:30][CH:31]5[C:33]([C:39](O)=[O:40])([NH:34][C:35]4=[O:38])[CH2:32]5)[CH2:21]3)=[CH:8][C:9]([C:14]3[S:15][CH:16]=[CH:17][N:18]=3)=[N:10]2)=[CH:5][CH:4]=1.C1N=CN(C(N2C=NC=C2)=O)C=1.[CH:56]1([S:59]([NH2:62])(=[O:61])=[O:60])[CH2:58][CH2:57]1.C1CCN2C(=NCCC2)CC1>C1COCC1>[CH3:1][O:2][C:3]1[C:12]([CH3:13])=[C:11]2[C:6]([C:7]([O:19][CH:20]3[CH2:37][CH:36]4[CH:22]([C:23](=[O:43])[N:24]([CH3:42])[CH2:25][CH2:26][CH2:27][CH2:28][CH:29]=[CH:30][CH:31]5[C:33]([C:39]([NH:62][S:59]([CH:56]6[CH2:58][CH2:57]6)(=[O:61])=[O:60])=[O:40])([NH:34][C:35]4=[O:38])[CH2:32]5)[CH2:21]3)=[CH:8][C:9]([C:14]3[S:15][CH:16]=[CH:17][N:18]=3)=[N:10]2)=[CH:5][CH:4]=1. Procedure details: A mixture of 29 (85 mg, 0.14 mmol) and CDI (47 mg, 0.29 mmol) in dry THF (7 mL) is heated at reflux for 2 h under nitrogen. LCMS analysis shows one peak of the intermediate (RT=5.37). The reaction mixture is cooled to room temperature and cyclopropylsulfonamide (52 mg, 0.43 mmol) is added. Then, DBU (50 μL, 0.33 mmol) is added and the reaction mixture is stirred at room temperature for 1 h, and then heated at 55° C. for 24 h. Solvent is evaporated, and the residue partitioned between AcOEt and a... Reactants: N12CC(C(CC1)CC2)OC=2N=CC(=NC2)C2=CC=C(C=C2)NC(OCC2=CC=CC=C2)=O (benzyl 4-[5-(1-azabicyclo[2.2.2]oct-3-yloxy)pyrazin-2-yl]phenylcarbamate). Reagents/catalysts: [Pd] (Pd/C). Solvent: C(C)O (ethanol). The product is N12CC(C(CC1)CC2)OC=2N=CC(=NC2)C2=CC=C(N)C=C2 (4-[5-(1-azabicyclo[2.2.2]oct-3-yloxy)pyrazin-2-yl]aniline). Isolated yield 85.4%. As a reaction SMILES: [N:1]12[CH2:8][CH2:7][CH:4]([CH2:5][CH2:6]1)[CH:3]([O:9][C:10]1[N:11]=[CH:12][C:13]([C:16]3[CH:21]=[CH:20][C:19]([NH:22]C(=O)OCC4C=CC=CC=4)=[CH:18][CH:17]=3)=[N:14][CH:15]=1)[CH2:2]2>C(O)C.[Pd]>[N:1]12[CH2:6][CH2:5][CH:4]([CH2:7][CH2:8]1)[CH:3]([O:9][C:10]1[N:11]=[CH:12][C:13]([C:16]3[CH:21]=[CH:20][C:19]([NH2:22])=[CH:18][CH:17]=3)=[N:14][CH:15]=1)[CH2:2]2. Reported procedure: The product of Example 13A (0.68 g, 1.58 mmol) in ethanol (20 mL) was treated with Pd/C (Aldrich, 10% wt., 70 mg) under H2 at ambient temperature for 4 hours. The mixture was filtered through a short column of diatomaceous earth and the filtrate was concentrated to give the title product as a solid (400 mg, yield, 86%). 1H NMR (MeOH-d4, 300 MHz) δ 1.47-1.62 (m, 1H), 1.64-1.90 (m, 2H), 1.97-2.12 (m, 1H), 2.19-2.27 (m, 1H), 2.73-3.03 (m, 5H), 3.34-3.44 (m, 1H), 5.07-5.14 (m, 1H), 6.78 (dt, J=8.8, ...